The task is: describe an organic reaction: reactants, conditions, products, and yield. This data is from the Open Reaction Database (ORD), a public repository of structured organic reaction records. Reactants: Cl.ClC=1C=C2C=3CCNC(C3NC2=CC1)C1(CCC1)C(=O)OCC (Ethyl 1-(6-chloro-2,3,4,9-tetrahydro-1H-β-carbolin-1-yl)cyclobutanecarboxylate Hydrochloride), Cl (HCl). The solvent is O (water), C(C)O (ethanol), [OH-].[Na+] (sodium hydroxide). Reaction conditions: temperature 50 celsius. Yields the product ClC=1C=C2C=3CCNC(C3NC2=CC1)C1(CCC1)C(=O)O (1-(6-Chloro-2,3,4,9-tetrahydro-1H-β-carbolin-1-yl)cyclobutanecarboxylic Acid). As a reaction SMILES: Cl.[Cl:2][C:3]1[CH:4]=[C:5]2[C:13](=[CH:14][CH:15]=1)[NH:12][C:11]1[CH:10]([C:16]3([C:20]([O:22]CC)=[O:21])[CH2:19][CH2:18][CH2:17]3)[NH:9][CH2:8][CH2:7][C:6]2=1.Cl>O.C(O)C.[OH-].[Na+]>[Cl:2][C:3]1[CH:4]=[C:5]2[C:13](=[CH:14][CH:15]=1)[NH:12][C:11]1[CH:10]([C:16]3([C:20]([OH:22])=[O:21])[CH2:17][CH2:18][CH2:19]3)[NH:9][CH2:8][CH2:7][C:6]2=1 |f:0.1,5.6|. Procedure: A suspension of 1 g of the compound of Example 1 in 15 ml of water, 30 ml of ethanol and 5 ml of 1 M sodium hydroxide solution is heated at 50° C. for 10 hours. The reaction mixture is then cooled and 5 ml of 1M HCl are added. The resulting precipitate is suction-filtered off, washed with water and then dried in vacuo, enabling the expected product to be isolated.